This data is from the Open Reaction Database (ORD), a public repository of structured organic reaction records. The task is: describe an organic reaction: reactants, conditions, products, and yield Reactants: C(C=C)Br (allyl-bromide), [H-].[Na+] (sodium hydride), CCCCCC (hexane), CC(CCC(C)O)O (2,5-hexandiol). Run in COCCOC (1,2-dimethoxy ethane), O (water), CCOCC (ether), COCCOC (1,2-dimethoxy ethane), COCCOC (1,2-dimethoxy ethane). The product is C(C=C)OC(CCC(C)O)C (5-allyloxy-2-hexanol). Reaction SMILES: [H-].[Na+].[CH3:3][CH2:4][CH2:5]CCC.[CH3:9][CH:10]([OH:16])[CH2:11][CH2:12][CH:13]([OH:15])[CH3:14].C(Br)C=C>COCCOC.O.CCOCC>[CH2:5]([O:15][CH:13]([CH3:14])[CH2:12][CH2:11][CH:10]([OH:16])[CH3:9])[CH:4]=[CH2:3] |f:0.1|. Procedure details: 12.0 g (0.25 mol) of 50% sodium hydride dispersion in mineral oil are freed from the mineral oil with hexane and covered with a layer of 150 cc of absolute 1,2-dimethoxy ethane. A solution of 35.4 g (0.3 mol) of 2,5-hexandiol in 60 cc of absolute 1,2-dimethoxy ethane is added at 5°-10° over a period of 90 minutes and while stirring to the resulting suspension. After stirring for 2 hours at 50°, the mixture is cooled to 10° and 24.2 g (0.2 mol) of allyl-bromide in 40 cc of dry 1,2-dimethoxy ethan... Yield: 67.3%. RXN SMILES: [CH3:1][C:2]1[C:10]2[C:5](=[C:6]([N+:11]([O-])=O)[CH:7]=[CH:8][CH:9]=2)[NH:4][C:3]=1[C:14](=[O:17])[CH2:15][CH3:16].C(O)C>[C].[Pd].O1CCCC1>[NH2:11][C:6]1[CH:7]=[CH:8][CH:9]=[C:10]2[C:5]=1[NH:4][C:3]([C:14](=[O:17])[CH2:15][CH3:16])=[C:2]2[CH3:1] |f:2.3|. Reaction conditions: time 8 hour. The reactants are CC1=C(NC2=C(C=CC=C12)[N+](=O)[O-])C(CC)=O (1-(3-methyl-7-nitro-1H-indol-2-yl)propan-1-one), C(C)O (ethanol). Solvent: O1CCCC1 (tetrahydrofuran). Reagents/catalysts: [C].[Pd] (palladium-carbon). The product is NC=1C=CC=C2C(=C(NC12)C(CC)=O)C (1-(7-Amino-3-methyl-1H-indol-2-yl)propan-1-one). Procedure details: A mixture of 1-(3-methyl-7-nitro-1H-indol-2-yl)propan-1-one (0.29 g), 10% palladium-carbon (50% containing water, 0.03 g), ethanol (4 mL) and tetrahydrofuran (4 mL) was stirred at room temperature overnight under a hydrogen atmosphere. Palladium-carbon was filtered off, and the filtrate was concentrated. The residue was subjected to silica gel column chromatography and the title compound (0.17 g, yield 70%) was obtained as yellow crystals from a fraction eluted with tetrahydrofuran-hexane (1:1, ... Reactants: O=C([O-])O, CCO, Nc1cc(C2CC2)n[nH]1, O=C=NCc1ccc(Cl)cc1Cl, [Na+], O. Product: O=C(NCc1ccc(Cl)cc1Cl)Nc1cc(C2CC2)n[nH]1. Reaction SMILES: [C:26](=[O:27])([O-:28])[OH:29].[CH3:10][CH2:11][OH:12].[CH:1]1([c:4]2[n:5][nH:6][c:7]([NH2:9])[cH:8]2)[CH2:2][CH2:3]1.[Cl:13][c:14]1[c:15]([CH2:16][N:17]=[C:18]=[O:19])[cH:20][cH:21][c:22]([Cl:24])[cH:23]1.[Na+:30].[OH2:25]>>[CH:1]1([c:4]2[n:5][nH:6][c:7]([NH:9][C:18]([NH:17][CH2:16][c:15]3[c:14]([Cl:13])[cH:23][c:22]([Cl:24])[cH:21][cH:20]3)=[O:19])[cH:8]2)[CH2:2][CH2:3]1. Starting materials: CS(=O)(=O)Cl (Methansulfonyl chloride), ice, O[C@H]1C[C@H](CC1)NC(OC(C)(C)C)=O (tert-butyl [(1S,3R)-3-hydroxycyclopentyl]carbamate), N1=C(C=CC=C1C)C (2,6-lutidine). Solvent: ClCCl (dichloromethane). The product is CS(=O)(=O)O[C@H]1C[C@H](CC1)NC(=O)OC(C)(C)C ((1R,3S)-3-[(tert-Butoxycarbonyl)amino]cyclopentyl methanesulfonate). As a reaction SMILES: [CH3:1][S:2](Cl)(=[O:4])=[O:3].[OH:6][C@@H:7]1[CH2:11][CH2:10][C@H:9]([NH:12][C:13](=[O:19])[O:14][C:15]([CH3:18])([CH3:17])[CH3:16])[CH2:8]1.N1C(C)=CC=CC=1C>ClCCl>[CH3:1][S:2]([O:6][C@@H:7]1[CH2:11][CH2:10][C@H:9]([NH:12][C:13]([O:14][C:15]([CH3:16])([CH3:18])[CH3:17])=[O:19])[CH2:8]1)(=[O:4])=[O:3]. Procedure details: Methansulfonyl chloride (8.2 g; 72.0 mmol) is slowly added to an ice cold solution of commercially available tert-butyl [(1S,3R)-3-hydroxycyclopentyl]carbamate (12.1 g; 60.0 mmol) and 2,6-lutidine (9.6 g; 90.0 mmol) in dry dichloromethane (300 mL). The stirred reaction mixture is allowed to warm to ambient temperature over night. The reaction mixture is extracted with water, ice cold 1N HCl, half saturated brine, and dried over MgSO4. After filtration through a pad of neural alumina (act. 2-3) t... Reactants: C1CCOC1, CCN(C(C)C)C(C)C, Clc1ccc(N2CCNCC2)c(Cl)c1, FC(F)(F)c1ccc2nc(CCl)cn2c1. Yields the product FC(F)(F)c1ccc2nc(CN3CCN(c4ccc(Cl)cc4Cl)CC3)cn2c1. Reaction SMILES: [CH2:39]1[O:40][CH2:41][CH2:42][CH2:43]1.[CH:30]([N:31]([CH:32]([CH3:33])[CH3:34])[CH2:35][CH3:36])([CH3:37])[CH3:38].[Cl:16][c:17]1[c:18]([N:24]2[CH2:25][CH2:26][NH:27][CH2:28][CH2:29]2)[cH:19][cH:20][c:21]([Cl:23])[cH:22]1.[Cl:1][CH2:2][c:3]1[n:4][c:5]2[n:6]([cH:7][c:8]([C:11]([F:12])([F:13])[F:14])[cH:9][cH:10]2)[cH:15]1>>[CH2:2]([c:3]1[n:4][c:5]2[n:6]([cH:7][c:8]([C:11]([F:12])([F:13])[F:14])[cH:9][cH:10]2)[cH:15]1)[N:27]1[CH2:26][CH2:25][N:24]([c:18]2[c:17]([Cl:16])[cH:22][c:21]([Cl:23])[cH:20][cH:19]2)[CH2:29][CH2:28]1. Starting materials: CC(O)(CCCl)c1ccc(-c2ccc(F)cc2)cc1, [F-], [K+], OCCO, OCCOCCO. Reaction SMILES: [Cl:1][CH2:2][CH2:3][C:4]([CH3:5])([OH:6])[c:7]1[cH:8][cH:9][c:10](-[c:13]2[cH:14][cH:15][c:16]([F:19])[cH:17][cH:18]2)[cH:11][cH:12]1.[F-:20].[K+:21].[OH:22][CH2:23][CH2:24][OH:25].[OH:26][CH2:27][CH2:28][O:29][CH2:30][CH2:31][OH:32]>>[CH2:2]([CH2:3][C:4]([CH3:5])([OH:6])[c:7]1[cH:8][cH:9][c:10](-[c:13]2[cH:14][cH:15][c:16]([F:19])[cH:17][cH:18]2)[cH:11][cH:12]1)[F:20]. Yields the product CC(O)(CCF)c1ccc(-c2ccc(F)cc2)cc1.